From a dataset of the Open Reaction Database (ORD), a public repository of structured organic reaction records. describe an organic reaction: reactants, conditions, products, and yield The reactants are FC(C=1C=C(C=C(C1)C(F)(F)F)NC(=O)[C@@H]1[C@@H](CC1)C(=O)O)(F)F (cis-2-[(3,5-bistrifluoromethyl phenyl)-aminocarbonyl]-cyclobutane carboxylic acid), Cl (hydrochloric acid). The solvent is [OH-].[Na+] (caustic soda). The product is FC(C=1C=C(C=C(C1)C(F)(F)F)NC(=O)[C@H]1[C@@H](CC1)C(=O)O)(F)F (Trans-2-[(3,5-bistrifluoromethyl phenyl)-aminocarbonyl]-cyclobutane carboxylic acid). Isolated yield 68.0%. Reaction SMILES: [F:1][C:2]([F:24])([F:23])[C:3]1[CH:4]=[C:5]([NH:13][C:14]([C@H:16]2[CH2:19][CH2:18][C@H:17]2[C:20]([OH:22])=[O:21])=[O:15])[CH:6]=[C:7]([C:9]([F:12])([F:11])[F:10])[CH:8]=1.Cl>[OH-].[Na+]>[F:1][C:2]([F:23])([F:24])[C:3]1[CH:4]=[C:5]([NH:13][C:14]([C@@H:16]2[CH2:19][CH2:18][C@H:17]2[C:20]([OH:22])=[O:21])=[O:15])[CH:6]=[C:7]([C:9]([F:12])([F:10])[F:11])[CH:8]=1 |f:2.3|. Procedure: 5.0 g of cis-2-[(3,5-bistrifluoromethyl phenyl)-aminocarbonyl]-cyclobutane carboxylic acid was reacted at a temperature of 50° C. for three hours in 10% aqueous caustic soda solution. The products were neutralized with dilute hydrochloric acid, extracted with ethyl acetate and then recrystallized from acetonitrile to give 3.4 g of the title compounds (yield: 68%). Procedure: 10 g (0.057 mol) of 3-(4-cyano-phenyl)propionic acid and 6.6 g (0.065 mol) of N-methyl-morpholine are dissolved in 250 ml tetrahydrofuran and cooled to −20° C. Then 8.2 g (0.06 mol) of isobutyl chloroformate are added dropwise. 13.9 g (0.057 mol) of 6-(trifluoroacetylamino)-1,2,3,4-tetrahydro-quinoline in 200 ml tetrahydrofuran are then added and the solution is left to heat up to ambient temperature overnight. It is then diluted with 200 ml of ethyl acetate and washed with 2×80 ml of 0.5 N hydr... Starting materials: FC(C(=O)NC=1C=C2CCCNC2=CC1)(F)F (6-(trifluoroacetylamino)-1,2,3,4-tetrahydro-quinoline), C(#N)C1=CC=C(C=C1)CCC(=O)O (3-(4-cyano-phenyl)propionic acid), CN1CCOCC1 (N-methyl-morpholine), ClC(=O)OCC(C)C (isobutyl chloroformate). Solvent: O1CCCC1 (tetrahydrofuran), C(C)(=O)OCC (ethyl acetate), O1CCCC1 (tetrahydrofuran). Reaction SMILES: [C:1]([C:3]1[CH:8]=[CH:7][C:6]([CH2:9][CH2:10][C:11]([OH:13])=O)=[CH:5][CH:4]=1)#[N:2].CN1CCOCC1.ClC(OCC(C)C)=O.[F:29][C:30]([F:45])([F:44])[C:31]([NH:33][C:34]1[CH:35]=[C:36]2[C:41](=[CH:42][CH:43]=1)[NH:40][CH2:39][CH2:38][CH2:37]2)=[O:32]>O1CCCC1.C(OCC)(=O)C>[C:1]([C:3]1[CH:4]=[CH:5][C:6]([CH2:9][CH2:10][C:11]([N:40]2[C:41]3[C:36](=[CH:35][C:34]([NH:33][C:31](=[O:32])[C:30]([F:44])([F:45])[F:29])=[CH:43][CH:42]=3)[CH2:37][CH2:38][CH2:39]2)=[O:13])=[CH:7][CH:8]=1)#[N:2]. Conditions: temperature -20 celsius. Product: C(#N)C1=CC=C(C=C1)CCC(=O)N1CCCC2=CC(=CC=C12)NC(C(F)(F)F)=O (1-[3-(4-cyano-phenyl)propionyl]-6-trifluoroacetylamino-1,2,3,4-tetrahydro-quinoline). Conditions: temperature 80 celsius, time 2 hour. Run in CCO (EtOH), O (water). RXN SMILES: I[C:2]1[CH:7]=[CH:6][CH:5]=[CH:4][CH:3]=1.[N-:8]=[N+:9]=[N-:10].[Na+].C(=O)([O-])[O-].[Na+].[Na+].O=C1O[C@H]([C@H](CO)O)C([O-])=C1O.[Na+].CNCCNC.C[Si]([C:41]#[C:42][C:43]1[CH:44]=[C:45]2[C:49](=[CH:50][CH:51]=1)[NH:48][C:47](=[O:52])[CH2:46]2)(C)C>CCO.O.[Cu]I>[C:2]1([N:8]2[CH:41]=[C:42]([C:43]3[CH:44]=[C:45]4[C:49](=[CH:50][CH:51]=3)[NH:48][C:47](=[O:52])[CH2:46]4)[N:10]=[N:9]2)[CH:7]=[CH:6][CH:5]=[CH:4][CH:3]=1 |f:1.2,3.4.5,6.7|. Reagents/catalysts: [Cu]I (CuI). Reported procedure: To a mixture of iodobenzene (204 mg, 1 mmol), sodium azide (130 mg, 2 mmol), sodium carbonate (53 mg, 0.5 mmol), CuI (19 mg, 0.1 mmol), sodium ascorbate (20 mg) and N,N′-dimethylethylenediamine (18 ul, 0.2 mmol) in EtOH (1.5 ml) and water (0.5 ml) were added 5-((trimethylsilyl)ethynyl)indolin-2-one (115 mg, 0.5 mmol), and stirred at 80° C. for 2 h. After cooling to ambient temp, EtOH was removed under reduced pressure. The residue was suspended in EtOH and stirred for 1 h at rt and filtered. The... Yields the product C1(=CC=CC=C1)N1N=NC(=C1)C=1C=C2CC(NC2=CC1)=O (5-(1-phenyl-1H-1,2,3-triazol-4-yl)indolin-2-one). The reactants are IC1=CC=CC=C1 (iodobenzene), [N-]=[N+]=[N-].[Na+] (sodium azide), C([O-])([O-])=O.[Na+].[Na+] (sodium carbonate), O=C1C(O)=C([O-])[C@H](O1)[C@@H](O)CO.[Na+] (sodium ascorbate), CNCCNC (N,N′-dimethylethylenediamine), C[Si](C)(C)C#CC=1C=C2CC(NC2=CC1)=O (5-((trimethylsilyl)ethynyl)indolin-2-one). The yield is 76.7%.